From a dataset of the Open Reaction Database (ORD), a public repository of structured organic reaction records. describe an organic reaction: reactants, conditions, products, and yield Reactants: NC=1C(=CC(=NC1)OCCOC)N[C@H]1CC[C@H](CC1)C(=O)NC(C)C (cis-4-(5-amino-2-(2-methoxyethoxy)pyridin-4-ylamino)-N-isopropylcyclohexanecarboxamide), FC1=CC=C(C(=O)N=C=S)C=C1 (4-fluorobenzoyl isothiocyanate), CCN(C(C)C)C(C)C (DIPEA), C(CCl)Cl (EDC). The solvent is C1CCOC1 (THF), C1CCOC1 (THF). Conditions: temperature 60 celsius, time 15 minute. The product is solid, FC1=CC=C(C(=O)/N=C\2/N(C3=C(C=NC(=C3)OCCOC)N2)[C@@H]2CC[C@@H](CC2)C(NC(C)C)=O)C=C1 ((E)-4-Fluoro-N-(1-(cis-4-(isopropylcarbamoyl)cyclohexyl)-6-(2-methoxyethoxy)-1H-imidazo[4,5-c]pyridin-2(3H)-ylidene)benzamide). The yield is 50.0%. RXN SMILES: [NH2:1][C:2]1[C:3]([NH:13][C@@H:14]2[CH2:19][CH2:18][C@H:17]([C:20]([NH:22][CH:23]([CH3:25])[CH3:24])=[O:21])[CH2:16][CH2:15]2)=[CH:4][C:5]([O:8][CH2:9][CH2:10][O:11][CH3:12])=[N:6][CH:7]=1.[F:26][C:27]1[CH:37]=[CH:36][C:30]([C:31]([N:33]=[C:34]=S)=[O:32])=[CH:29][CH:28]=1.CCN(C(C)C)C(C)C.C(Cl)CCl>C1COCC1>[F:26][C:27]1[CH:28]=[CH:29][C:30]([C:31](/[N:33]=[C:34]2/[N:13]([C@H:14]3[CH2:19][CH2:18][C@@H:17]([C:20](=[O:21])[NH:22][CH:23]([CH3:25])[CH3:24])[CH2:16][CH2:15]3)[C:3]3[CH:4]=[C:5]([O:8][CH2:9][CH2:10][O:11][CH3:12])[N:6]=[CH:7][C:2]=3[NH:1]/2)=[O:32])=[CH:36][CH:37]=1. Procedure details: To an ice-bath cooled solution of cis-4-(5-amino-2-(2-methoxyethoxy)pyridin-4-ylamino)-N-isopropylcyclohexanecarboxamide (156 mg, 0.445 mmol) in THF (0.8 mL) was added 4-fluorobenzoyl isothiocyanate (161 mg, 0.890 mmol) as a solution in THF (2 mL). The mixture was stirred 15 minutes, and then stirred another 30 minutes at RT. DIPEA (0.194 mL, 1.113 mmol) and EDC (213 mg, 1.113 mmol) were added, and the mixture was heated to 60° C. for 1 hour. The mixture was evaporated, and the residue was disso... Starting materials: FC1=C(C=CC(=C1)C#CC1=CC=C(C=C1)CCC)C#C[Si](C)(C)C (1-[2-fluoro-4-[2-(4-propylphenyl)-ethynyl]phenyl]-2-trimethylsilylacetylene), [OH-].[K+] (potassium hydroxide), Cl (hydrochloric acid). Solvent: O (water), C(C)O (ethanol). The product is FC1=C(C=CC(=C1)C#CC1=CC=C(C=C1)CCC)C#C (2-fluoro-4-[2-(4-propylphenyl)ethynyl]phenyl acetylene). Isolated yield 98.8%. As a reaction SMILES: [F:1][C:2]1[CH:7]=[C:6]([C:8]#[C:9][C:10]2[CH:15]=[CH:14][C:13]([CH2:16][CH2:17][CH3:18])=[CH:12][CH:11]=2)[CH:5]=[CH:4][C:3]=1[C:19]#[C:20][Si](C)(C)C.[OH-].[K+].Cl>C(O)C.O>[F:1][C:2]1[CH:7]=[C:6]([C:8]#[C:9][C:10]2[CH:11]=[CH:12][C:13]([CH2:16][CH2:17][CH3:18])=[CH:14][CH:15]=2)[CH:5]=[CH:4][C:3]=1[C:19]#[CH:20] |f:1.2|. Procedure: 22 mmol of 1-[2-fluoro-4-[2-(4-propylphenyl)-ethynyl]phenyl]-2-trimethylsilylacetylene and 10 g of potassium hydroxide were dissolved in 100 ml of ethanol and 10 ml of water, and the solution was stirred at 40° C. for 6 hours. After completion of the agitation, the reaction solution was poured into dilute hydrochloric acid and extracted with toluene. The organic layer was washed with water, dried over anhydrous magnesium sulfate and concentrated under reduced pressure to afford a brown oily prod... Reactants: O=S(=O)(c1ccccc1)N1CCN(c2ccc(Br)cc2)CC1, C1CCOC1, [Li]CCCC, CC(=O)C(F)(F)F. Yields the product CC(O)(c1ccc(N2CCN(S(=O)(=O)c3ccccc3)CC2)cc1)C(F)(F)F. As a reaction SMILES: [Br:1][c:2]1[cH:3][cH:4][c:5]([N:8]2[CH2:9][CH2:10][N:11]([S:14](=[O:15])(=[O:16])[c:17]3[cH:18][cH:19][cH:20][cH:21][cH:22]3)[CH2:12][CH2:13]2)[cH:6][cH:7]1.[CH2:35]1[O:36][CH2:37][CH2:38][CH2:39]1.[CH3:23][CH2:24][CH2:25][CH2:26][Li:27].[F:28][C:29]([C:30]([CH3:31])=[O:32])([F:33])[F:34]>>[c:2]1([C:30]([C:29]([F:28])([F:33])[F:34])([CH3:31])[OH:32])[cH:3][cH:4][c:5]([N:8]2[CH2:9][CH2:10][N:11]([S:14](=[O:15])(=[O:16])[c:17]3[cH:18][cH:19][cH:20][cH:21][cH:22]3)[CH2:12][CH2:13]2)[cH:6][cH:7]1. The reactants are CSC=1C=C(CC#N)C=CC1SC (3,4-bis(methylthio)benzyl cyanide), CON=O (methylnitrite). Yields the product ON=C(C1=CC(=C(C=C1)SC)SC)C#N (α-hydroxyimino-3,4-bis(methylthio)benzyl cyanide). Isolated yield 58.1%. Reaction SMILES: [CH3:1][S:2][C:3]1[CH:4]=[C:5]([CH:9]=[CH:10][C:11]=1[S:12][CH3:13])[CH2:6][C:7]#[N:8].C[O:15][N:16]=O>>[OH:15][N:16]=[C:6]([C:7]#[N:8])[C:5]1[CH:9]=[CH:10][C:11]([S:12][CH3:13])=[C:3]([S:2][CH3:1])[CH:4]=1. Reported procedure: According to the method described under 1.1., 34.8 g (0.166 mol) of 3,4-bis(methylthio)benzyl cyanide are reacted with 0.166 mol methylnitrite. After the isolation 23.0 g (58%) α-hydroxyimino-3,4-bis(methylthio)benzyl cyanide are obtained as a brown substance with a melting point of 131-133° C. Elemental analysis: C10H10N2OS2 (238.33)